Dataset: the Open Reaction Database (ORD), a public repository of structured organic reaction records. Task: describe an organic reaction: reactants, conditions, products, and yield The reactants are CC(=O)NC1=C(C=CC(=C1)N)N2CC[C@@H](C2)N(C)C, C1CC1NC2=CC(=NC3=C(C=NN23)C#N)Cl. The reagents and catalysts are C(=O)([O-])[O-].[Cs+].[Cs+], CC1(C2=C(C(=CC=C2)P(C3=CC=CC=C3)C4=CC=CC=C4)OC5=C1C=CC=C5P(C6=CC=CC=C6)C7=CC=CC=C7)C, C1=CC=C(C=C1)/C=C/C(=O)/C=C/C2=CC=CC=C2.C1=CC=C(C=C1)/C=C/C(=O)/C=C/C2=CC=CC=C2.C1=CC=C(C=C1)/C=C/C(=O)/C=C/C2=CC=CC=C2.[Pd].[Pd]. The solvent is CC(=O)N(C)C. Run at temperature 150 celsius. The product is CC(=O)NC1=C(C=CC(=C1)NC2=NC3=C(C=NN3C(=C2)NC4CC4)C#N)N5CC[C@@H](C5)N(C)C. Yield: 36.7%. Procedure: in microwave tube was 5-chloro-7-(cyclopropylamino)pyrazolo[1,5-a]pyrimidine-3-carbonitrile (100mg, 0.43 mmol), [Reactants], and (9,9-dimethyl-9H-xanthene-4,5-diyl)bis(diphenylphosphine) (24.76 mg, 0.04 mmol) in DMA (1.0 mL).Pd2(dba)3 (19.60 mg, 0.02 mmol) and cesium carbonate (279 mg, 0.86 mmol) were added.  degassed, filled with N2.capped. then microwave 150C for 30 min.  filtered, then concentrated. The crude material was purified by ISC(Hex to Hex:EtOAc=1;1 to EtOAc to EtOAc:MeOH=10:1 to EtO... Starting materials: COC(=O)C(=O)c1ccc(S(C)(=O)=O)c(Cl)c1, CO, CC(C)ON, Cl. Product: COC(=O)C(=NOC(C)C)c1ccc(S(C)(=O)=O)c(Cl)c1. RXN SMILES: [CH3:1][O:2][C:3]([C:4](=[O:5])[c:6]1[cH:7][c:8]([Cl:16])[c:9]([S:12](=[O:13])(=[O:14])[CH3:15])[cH:10][cH:11]1)=[O:17].[CH3:24][OH:25].[CH:19]([CH3:20])([CH3:21])[O:22][NH2:23].[ClH:18]>>[CH3:1][O:2][C:3]([C:4]([c:6]1[cH:7][c:8]([Cl:16])[c:9]([S:12](=[O:13])(=[O:14])[CH3:15])[cH:10][cH:11]1)=[N:23][O:22][CH:19]([CH3:20])[CH3:21])=[O:17]. Starting materials: CC1=CC=C(C=C1)S(=O)(=O)NNC1=NC=NC2=C(C=CC=C12)[N+](=O)[O-] (4-methyl-N′-(8-nitroquinazolin-4-yl)benzene-1-sulfonohydrazide), Cl[Sn]Cl (SnCl2). Reagents/catalysts: Cl (HCl). Solvent: CCO (EtOH). Yields the product NC=1C=CC=C2C(=NC=NC12)NNS(=O)(=O)C1=CC=C(C=C1)C (N′-(8-aminoquinazolin-4-yl)-4-methylbenzene-1-sulfonohydrazide). Isolated yield 67.5%. As a reaction SMILES: [CH3:1][C:2]1[CH:7]=[CH:6][C:5]([S:8]([NH:11][NH:12][C:13]2[C:22]3[C:17](=[C:18]([N+:23]([O-])=O)[CH:19]=[CH:20][CH:21]=3)[N:16]=[CH:15][N:14]=2)(=[O:10])=[O:9])=[CH:4][CH:3]=1.Cl[Sn]Cl>Cl.CCO>[NH2:23][C:18]1[CH:19]=[CH:20][CH:21]=[C:22]2[C:17]=1[N:16]=[CH:15][N:14]=[C:13]2[NH:12][NH:11][S:8]([C:5]1[CH:4]=[CH:3][C:2]([CH3:1])=[CH:7][CH:6]=1)(=[O:10])=[O:9]. Procedure: In a similar fashion using route 2 general procedure 4, 4-methyl-N′-(8-nitroquinazolin-4-yl)benzene-1-sulfonohydrazide 478 (100 mg, 0.27 mmol), SnCl2 (310 mg, 1.67 mmol), 6N HCl (1 drop) and EtOH (3 ml) at 80° C. for 3 h gave the title compound (60 mg, 65%) which was used in the next step without further purification. The reactants are ClC(=O)OCC1=CC=CC=C1 (Benzyl chloroformate), C([O-])(O)=O.[Na+] (Sodium bicarbonate), NCCC1=CC=C(C=C1)O (tyramine), NCCC1=CC=C(C=C1)O (tyramine). Solvent: O (water). Product: C(=O)(OCC1=CC=CC=C1)NCCC1=CC=C(C=C1)O (Carbobenzyloxytyramine). Reaction SMILES: C(=O)(O)[O-].[Na+].[NH2:6][CH2:7][CH2:8][C:9]1[CH:14]=[CH:13][C:12]([OH:15])=[CH:11][CH:10]=1.Cl[C:17]([O:19][CH2:20][C:21]1[CH:26]=[CH:25][CH:24]=[CH:23][CH:22]=1)=[O:18]>O>[C:17]([NH:6][CH2:7][CH2:8][C:9]1[CH:14]=[CH:13][C:12]([OH:15])=[CH:11][CH:10]=1)([O:19][CH2:20][C:21]1[CH:26]=[CH:25][CH:24]=[CH:23][CH:22]=1)=[O:18] |f:0.1|. Procedure details: Sodium bicarbonate (12.6 g) was dissolved in distilled water (250 ml) and tyramine (20.6 g) added. The resulting suspension was heated to boiling to dissolve the tyramine, then cooled to room temperature. Benzyl chloroformate (25.6 g) was added while stirring and with occasional vigorous shaking. After stirring and shaking for an additional 1.5 hours, the precipitate was filtered off and washed with distilled water. The solid was dissolved in ether (250 ml) and washed with distilled water. The o... Starting materials: BrC1=CC=C(C=C1)[N+](=O)[O-] (p-bromonitrobenzene), C1(=CC=CC=C1)[Sn] (phenyltin), 1a. The solvent is 1/1, CN(C)C=O.C1CCOC1 (DMF THF). Product: [N+](=O)([O-])C1=CC=C(C=C1)C1=CC=CC=C1 (4-nitrobiphenyl), C1(=CC=CC=C1)C1=CC=CC=C1 (biphenyl). Yield: 5.0%. As a reaction SMILES: Br[C:2]1[CH:7]=[CH:6][C:5]([N+:8]([O-:10])=[O:9])=[CH:4][CH:3]=1.[C:11]1([Sn])[CH:16]=[CH:15][CH:14]=[CH:13][CH:12]=1>CN(C=O)C.C1COCC1>[N+:8]([C:5]1[CH:6]=[CH:7][C:2]([C:11]2[CH:16]=[CH:15][CH:14]=[CH:13][CH:12]=2)=[CH:3][CH:4]=1)([O-:10])=[O:9].[C:2]1([C:11]2[CH:16]=[CH:15][CH:14]=[CH:13][CH:12]=2)[CH:7]=[CH:6][CH:5]=[CH:4][CH:3]=1 |f:2.3,^1:11|. Procedure: A preparative reaction was conducted with 0.40 g of p-bromonitrobenzene (2 mmol) and 2.97 g of phenyltin reactant 1a (2.4 mmol) in 10 mL 1/1 DMF/THF at 80° C. for approximately 22 hours. Both reactants were consumed according to TLC analysis. After azeotropic evaporation with toluene at 75° C. (to remove some of the solvent), a three-phase extraction was conducted as described above. The methylene chloride phase was then washed three more times with water and FC-72 (together) to remove DMF and f...